From a dataset of the Open Reaction Database (ORD), a public repository of structured organic reaction records. describe an organic reaction: reactants, conditions, products, and yield Starting materials: CC1=CC=C(C=C1)S(=O)CC(C(F)(F)F)(C(F)(F)F)C (1-methyl-4-(3,3,3-trifluoro-2-methyl-2-trifluoromethylpropane-1-sulfinyl)-benzene), C1CC(=O)N(C1=O)Br (NBS), C(C1=CC=CC=C1)(=O)OOC(C1=CC=CC=C1)=O (benzoyl peroxide). Run in C(Cl)(Cl)(Cl)Cl (carbon tetrachloride), O (water). Reaction conditions: time 8 hour. The product is BrCC1=CC=C(C=C1)S(=O)CC(C(F)(F)F)(C(F)(F)F)C (1-Bromomethyl-4-(3,3,3-trifluoro-2-methyl-2-trifluoromethylpropane-1-sulfinyl)-benzene). The yield is 44.5%. Reaction SMILES: [CH3:1][C:2]1[CH:7]=[CH:6][C:5]([S:8]([CH2:10][C:11]([CH3:20])([C:16]([F:19])([F:18])[F:17])[C:12]([F:15])([F:14])[F:13])=[O:9])=[CH:4][CH:3]=1.C1C(=O)N([Br:28])C(=O)C1.C(OOC(=O)C1C=CC=CC=1)(=O)C1C=CC=CC=1>C(Cl)(Cl)(Cl)Cl.O>[Br:28][CH2:1][C:2]1[CH:7]=[CH:6][C:5]([S:8]([CH2:10][C:11]([CH3:20])([C:16]([F:19])([F:17])[F:18])[C:12]([F:13])([F:14])[F:15])=[O:9])=[CH:4][CH:3]=1. Reported procedure: To 1-methyl-4-(3,3,3-trifluoro-2-methyl-2-trifluoromethylpropane-1-sulfinyl)-benzene (4.13 g, 13.0 mmol) in carbon tetrachloride (50 mL) add NBS (2.31 g, 13.0 mmol), benzoyl peroxide (314 mg, 1.30 mmol) and stir overnight at reflux. Cool to ambient temperature, dilute with water and extract three times with EtOAc. Dry over anhydrous Na2SO4 and concentrate in vacuo. Purify by chromatography on silica gel eluting with hexane/EtOAc (9:1) to give the title compound as colorless oil (2.3 g, 55%).